Dataset: the Open Reaction Database (ORD), a public repository of structured organic reaction records. Task: describe an organic reaction: reactants, conditions, products, and yield Starting materials: C(C)OC(CC1=CC=C(C=C1)B(O)O)=O (4-(2-ethoxy-2-oxoethyl)phenylboronic acid), BrC1=CN=NC=C1 (4-bromopyridazine), C1(=CC=CC=C1)C (toluene), C(=O)([O-])[O-].[Na+].[Na+] (Na2CO3). The reagents and catalysts are C=1C=CC(=CC1)[P](C=2C=CC=CC2)(C=3C=CC=CC3)[Pd]([P](C=4C=CC=CC4)(C=5C=CC=CC5)C=6C=CC=CC6)([P](C=7C=CC=CC7)(C=8C=CC=CC8)C=9C=CC=CC9)[P](C=1C=CC=CC1)(C=1C=CC=CC1)C=1C=CC=CC1 (Pd(PPh3)4). The solvent is C(C)O (ethanol). Reaction conditions: temperature 90 celsius, time 10 hour. Product: N1=NC=C(C=C1)C1=CC=C(C=C1)CC(=O)OCC (ethyl 2-(4-(pyridazin-4-yl)phenyl)acetate). As a reaction SMILES: [CH2:1]([O:3][C:4](=[O:15])[CH2:5][C:6]1[CH:11]=[CH:10][C:9](B(O)O)=[CH:8][CH:7]=1)[CH3:2].Br[C:17]1[CH:22]=[CH:21][N:20]=[N:19][CH:18]=1.C1(C)C=CC=CC=1.C([O-])([O-])=O.[Na+].[Na+]>C1C=CC([P]([Pd]([P](C2C=CC=CC=2)(C2C=CC=CC=2)C2C=CC=CC=2)([P](C2C=CC=CC=2)(C2C=CC=CC=2)C2C=CC=CC=2)[P](C2C=CC=CC=2)(C2C=CC=CC=2)C2C=CC=CC=2)(C2C=CC=CC=2)C2C=CC=CC=2)=CC=1.C(O)C>[N:19]1[CH:18]=[CH:17][C:22]([C:9]2[CH:10]=[CH:11][C:6]([CH2:5][C:4]([O:3][CH2:1][CH3:2])=[O:15])=[CH:7][CH:8]=2)=[CH:21][N:20]=1 |f:3.4.5,^1:39,41,60,79|. Reported procedure: To a sealed tube were added 4-(2-ethoxy-2-oxoethyl)phenylboronic acid 37-2 (310 mg, 1.5 mmol), 4-bromopyridazine 37-1 (158 mg, 1 mmol), Pd(PPh3)4 (70 mg, 0.1 mmol), toluene (4 mL), ethanol (1 mL) and 2M Na2CO3 (1.5 mL). The reaction mixture was bubbled with nitrogen for 2 minutes and stirred at 90° C. for 10 hours. After cooled down to room temperature, the reaction mixture was diluted with ethyl acetate (50 mL), washed with saturated sodium bicarbonate aqueous solution and brine. The organic ph... The reactants are [Al+3], Cc1ccc(C2CC(=O)OC2=O)s1, [Cl-], [Cl-], [Cl-], O=[N+]([O-])c1ccccc1. Product: Cc1cc2c(s1)C(C(=O)O)CC2=O. RXN SMILES: [Al+3:2].[CH3:14][c:15]1[cH:16][cH:17][c:18]([CH:20]2[C:21](=[O:22])[O:23][C:24](=[O:26])[CH2:25]2)[s:19]1.[Cl-:1].[Cl-:3].[Cl-:4].[O-:5][N+:6]([c:7]1[cH:8][cH:9][cH:10][cH:11][cH:12]1)=[O:13]>>[CH3:14][c:15]1[cH:16][c:17]2[c:18]([s:19]1)[CH:20]([C:21](=[O:22])[OH:23])[CH2:25][C:24]2=[O:26]. Reactants: COC(=O)C12CC3CC(C1)C(OC(=O)N1CCC(NC(=O)OCC(C)C)C1)C(C3)C2, C1CCOC1, CO, [Na+], [OH-]. Product: CC(C)COC(=O)NC1CCN(C(=O)OC2C3CC4CC2CC(C(=O)O)(C4)C3)C1. As a reaction SMILES: [CH2:1]([CH:2]([CH3:3])[CH3:4])[O:5][C:6](=[O:7])[NH:8][CH:9]1[CH2:10][N:11]([C:14](=[O:15])[O:16][CH:17]2[CH:18]3[CH2:19][C:20]4([C:27](=[O:28])[O:29][CH3:30])[CH2:21][CH:22]([CH2:23][CH:24]2[CH2:25]4)[CH2:26]3)[CH2:12][CH2:13]1.[CH2:33]1[O:34][CH2:35][CH2:36][CH2:37]1.[CH3:38][OH:39].[Na+:32].[OH-:31]>>[CH2:1]([CH:2]([CH3:3])[CH3:4])[O:5][C:6](=[O:7])[NH:8][CH:9]1[CH2:10][N:11]([C:14](=[O:15])[O:16][CH:17]2[CH:18]3[CH2:19][C:20]4([C:27](=[O:28])[OH:29])[CH2:21][CH:22]([CH2:23][CH:24]2[CH2:25]4)[CH2:26]3)[CH2:12][CH2:13]1. Reported procedure: Under an N2 atmosphere, ether (5 mL) was added to a solution of (R)-2-methoxyethyl 1-(2-(2-hydroxyphenyl)-7-methylquinazolin-4-yl)pyrrolidin-3-ylcarbamate (200 mg, 0.47 mmol) in CH2Cl2 (1 mL). A 2.0 M HCl solution in ether (0.236 mL, 0.47 mmol) was added, upon which a precipitate formed. Additional ether was added (5 mL), and the mixture was stirred for 30 minutes. The solid was filtered and dried under vacuum to obtain (R)-2-methoxyethyl 1-(2-(2-hydroxyphenyl)-7-methylquinazolin-4-yl)pyrrolidin... Reaction SMILES: CCOCC.[OH:6][C:7]1[CH:12]=[CH:11][CH:10]=[CH:9][C:8]=1[C:13]1[N:22]=[C:21]([N:23]2[CH2:27][CH2:26][C@@H:25]([NH:28][C:29](=[O:35])[O:30][CH2:31][CH2:32][O:33][CH3:34])[CH2:24]2)[C:20]2[C:15](=[CH:16][C:17]([CH3:36])=[CH:18][CH:19]=2)[N:14]=1.[ClH:37]>C(Cl)Cl>[ClH:37].[OH:6][C:7]1[CH:12]=[CH:11][CH:10]=[CH:9][C:8]=1[C:13]1[N:22]=[C:21]([N:23]2[CH2:27][CH2:26][C@@H:25]([NH:28][C:29](=[O:35])[O:30][CH2:31][CH2:32][O:33][CH3:34])[CH2:24]2)[C:20]2[C:15](=[CH:16][C:17]([CH3:36])=[CH:18][CH:19]=2)[N:14]=1 |f:4.5|. Product: Cl.OC1=C(C=CC=C1)C1=NC2=CC(=CC=C2C(=N1)N1C[C@@H](CC1)NC(OCCOC)=O)C ((R)-2-methoxyethyl 1-(2-(2-hydroxyphenyl)-7-methylquinazolin-4-yl)pyrrolidin-3-ylcarbamate hydrochloride). The solvent is C(Cl)Cl (CH2Cl2). Run at time 30 minute. Reactants: CCOCC (ether), CCOCC (ether), OC1=C(C=CC=C1)C1=NC2=CC(=CC=C2C(=N1)N1C[C@@H](CC1)NC(OCCOC)=O)C ((R)-2-methoxyethyl 1-(2-(2-hydroxyphenyl)-7-methylquinazolin-4-yl)pyrrolidin-3-ylcarbamate), Cl (HCl), CCOCC (ether). Yield: 80.0%. The reactants are ClC=1C=C(C=CC1F)NC1=C(C=NC2=CC(=C(C=C12)NC(C=CCBr)=O)OC)C#N (4-bromo-but-2-enoic acid[4-(3-chloro-4-fluoro-phenylamino)-3-cyano-7-methoxy-quinolin-6-yl]-amide), O1CCOCCOCCNCC1 (1,4,7-trioxa-10-aza cyclododecane). Product: ClC=1C=C(C=CC1F)NC1=C(C=NC2=CC(=C(C=C12)NC(C=CCN1CCOCCOCCOCC1)=O)OC)C#N (4-(1,4,7-Trioxa-10-aza-cyclododec-10-yl)-but-2-enoic Acid[4-(3-chloro-4-fluoro-phenylamino)-3-cyano-7-methoxy-quinolin-6-yl]-amide). As a reaction SMILES: [Cl:1][C:2]1[CH:3]=[C:4]([NH:9][C:10]2[C:19]3[C:14](=[CH:15][C:16]([O:27][CH3:28])=[C:17]([NH:20][C:21](=[O:26])[CH:22]=[CH:23][CH2:24]Br)[CH:18]=3)[N:13]=[CH:12][C:11]=2[C:29]#[N:30])[CH:5]=[CH:6][C:7]=1[F:8].[O:31]1[CH2:42][CH2:41][NH:40][CH2:39][CH2:38][O:37][CH2:36][CH2:35][O:34][CH2:33][CH2:32]1>>[Cl:1][C:2]1[CH:3]=[C:4]([NH:9][C:10]2[C:19]3[C:14](=[CH:15][C:16]([O:27][CH3:28])=[C:17]([NH:20][C:21](=[O:26])[CH:22]=[CH:23][CH2:24][N:40]4[CH2:41][CH2:42][O:31][CH2:32][CH2:33][O:34][CH2:35][CH2:36][O:37][CH2:38][CH2:39]4)[CH:18]=3)[N:13]=[CH:12][C:11]=2[C:29]#[N:30])[CH:5]=[CH:6][C:7]=1[F:8]. Procedure details: In the mamner of Example 103, 4-bromo-but-2-enoic acid[4-(3-chloro-4-fluoro-phenylamino)-3-cyano-7-methoxy-quinolin-6-yl]-amide and 1,4,7-trioxa-10-aza cyclododecane was converted to 37.5 mg of the title compound(free base) and mass spectrum (electrospray, m/e): M+H 584.1, 17.1 mg of the title compound as the bis-trifluoroacetate salt); mass spectrum (electrospray, m/e): M+H 584.1. Reactants: C(C)(C)(C)OC(NC1=C(C=C(C=C1)C1=C(C=CC=C1)F)NC(CC(=O)C=1SC(=CC1)C#N)=O)=O ({3-[3-(5-cyano-thiophen-2-yl)-3-oxo-propionylamino]-2′-fluoro-biphenyl-4-yl}-carbamic acid tert.-butyl ester), C(=O)(C(F)(F)F)O (TFA). Solvent: C(Cl)Cl (CH2Cl2). Yields the product FC1=C(C=CC=C1)C1=CC2=C(N=C(CC(N2)=O)C2=CC=C(S2)C#N)C=C1 (5-[7-(2-Fluoro-phenyl)-4-oxo-4,5-dihydro-3H-benzo[b][1,4]diazepin-2-yl]-thiophene-2-carbonitrile). As a reaction SMILES: C(OC(=O)[NH:7][C:8]1[CH:13]=[CH:12][C:11]([C:14]2[CH:19]=[CH:18][CH:17]=[CH:16][C:15]=2[F:20])=[CH:10][C:9]=1[NH:21][C:22](=[O:33])[CH2:23][C:24]([C:26]1[S:27][C:28]([C:31]#[N:32])=[CH:29][CH:30]=1)=O)(C)(C)C.C(O)(C(F)(F)F)=O>C(Cl)Cl>[F:20][C:15]1[CH:16]=[CH:17][CH:18]=[CH:19][C:14]=1[C:11]1[CH:12]=[CH:13][C:8]2[N:7]=[C:24]([C:26]3[S:27][C:28]([C:31]#[N:32])=[CH:29][CH:30]=3)[CH2:23][C:22](=[O:33])[NH:21][C:9]=2[CH:10]=1. Reported procedure: Prepared from {3-[3-(5-cyano-thiophen-2-yl)-3-oxo-propionylamino]-2′-fluoro-biphenyl-4-yl}-carbamic acid tert.-butyl ester (Example K69) by treatment with TFA in CH2Cl2 according to the general procedure M. Obtained as a yellow solid (263 mg). Starting materials: N1C[C@@H](CC1)NC(C)=O ((R)-N-pyrrolidin-3-ylacetamide), FC1=CC=C(C=C1)[N+](=O)[O-] (4-fluoronitrobenzene). Product: [N+](=O)([O-])C1=CC=C(C=C1)N1C[C@@H](CC1)NC(C)=O ((R)-N-[1-(4-Nitrophenyl)pyrrolidin-3-yl]acetamide). As a reaction SMILES: [NH:1]1[CH2:5][CH2:4][C@@H:3]([NH:6][C:7](=[O:9])[CH3:8])[CH2:2]1.F[C:11]1[CH:16]=[CH:15][C:14]([N+:17]([O-:19])=[O:18])=[CH:13][CH:12]=1>>[N+:17]([C:14]1[CH:15]=[CH:16][C:11]([N:1]2[CH2:5][CH2:4][C@@H:3]([NH:6][C:7](=[O:9])[CH3:8])[CH2:2]2)=[CH:12][CH:13]=1)([O-:19])=[O:18]. Procedure: (R)-N-pyrrolidin-3-ylacetamide was reacted with 4-fluoronitrobenzene by method C. This resulted in the product with the molecular weight of 249.27 (C12H15N3O3); MS (ESI): 250 (M+H+). Reactants: CC(C)(C)[Si](C)(C)OCC(O)C(CCCO)C(=O)c1cccnc1, CC(C)(C)[Si](Cl)(c1ccccc1)c1ccccc1, CN(C)C=O, CCOC(C)=O, c1c[nH]cn1. Product: CC(C)(C)[Si](C)(C)OCC(O)C(CCCO[Si](c1ccccc1)(c1ccccc1)C(C)(C)C)C(=O)c1cccnc1. Reaction SMILES: [C:1]([CH3:2])([CH3:3])([CH3:4])[Si:5]([O:6][CH2:7][CH:8]([CH:9]([CH2:10][CH2:11][CH2:12][OH:13])[C:14]([c:15]1[cH:16][n:17][cH:18][cH:19][cH:20]1)=[O:21])[OH:22])([CH3:23])[CH3:24].[C:30]([CH3:31])([CH3:32])([CH3:33])[Si:34]([Cl:35])([c:36]1[cH:37][cH:38][cH:39][cH:40][cH:41]1)[c:42]1[cH:43][cH:44][cH:45][cH:46][cH:47]1.[CH3:48][N:49]([CH3:50])[CH:51]=[O:52].[CH3:53][CH2:54][O:55][C:56](=[O:57])[CH3:58].[nH:25]1[cH:26][cH:27][n:28][cH:29]1>>[C:1]([CH3:2])([CH3:3])([CH3:4])[Si:5]([O:6][CH2:7][CH:8]([CH:9]([CH2:10][CH2:11][CH2:12][O:13][Si:34]([C:30]([CH3:31])([CH3:32])[CH3:33])([c:36]1[cH:37][cH:38][cH:39][cH:40][cH:41]1)[c:42]1[cH:43][cH:44][cH:45][cH:46][cH:47]1)[C:14]([c:15]1[cH:16][n:17][cH:18][cH:19][cH:20]1)=[O:21])[OH:22])([CH3:23])[CH3:24]. The reactants are NCCN1N=CC(=C1)NC(=O)C=1N=COC1C=1C=C(C=CC1)C (N-(1-(2-aminoethyl)-1H-pyrazol-4-yl)-5-(m-tolyl)oxazole-4-carboxamide), C1(=CC(=CC=C1)C1=C(N=CS1)C(=O)O)C (5-(m-tolyl)thiazole-4-carboxylic acid). The product is NCCN1N=CC(=C1)NC(=O)C=1N=CSC1C=1C=C(C=CC1)C (N-(1-(2-Aminoethyl)-1H-pyrazol-4-yl)-5-(m-tolyl)thiazole-4-carboxamide). RXN SMILES: [NH2:1][CH2:2][CH2:3][N:4]1[CH:8]=[C:7]([NH:9][C:10]([C:12]2[N:13]=[CH:14]O[C:16]=2[C:17]2[CH:18]=[C:19]([CH3:23])[CH:20]=[CH:21][CH:22]=2)=[O:11])[CH:6]=[N:5]1.C1(C)C=CC=C(C2[S:34]C=NC=2C(O)=O)C=1>>[NH2:1][CH2:2][CH2:3][N:4]1[CH:8]=[C:7]([NH:9][C:10]([C:12]2[N:13]=[CH:14][S:34][C:16]=2[C:17]2[CH:18]=[C:19]([CH3:23])[CH:20]=[CH:21][CH:22]=2)=[O:11])[CH:6]=[N:5]1. Procedure: The title compound was synthesized according to above mentioned procedure for N-(1-(2-aminoethyl)-1H-pyrazol-4-yl)-5-(m-tolyl)oxazole-4-carboxamide, starting from 5-(m-tolyl)thiazole-4-carboxylic acid. LC-MS conditions B: tR=0.54 min, [M+H]+=328.10. Reactants: COC1=CC=C(C=C1)C1C(C(C2=CC=CC=C12)C1=CC2=C(C=C1)OCO2)C(=O)OCC (ethyl(1RS,2RS,3SR)-1-(4-methoxyphenyl)-3-(3,4-methylenedioxyphenyl)indane-2-carboxylate), [OH-].[Na+] (sodium hydroxide). The solvent is CCO (EtOH), O (H2O). Run at time 8 hour. The product is COC1=CC=C(C=C1)C1C(C(C2=CC=CC=C12)C1=CC2=C(C=C1)OCO2)C(=O)O ((1RS,2SR,3S R)-1-(4-Methoxyphenyl)-3-(3,4-methylenedioxyphenyl)indane-2-carboxylic acid). The yield is 51.5%. Reaction SMILES: [CH3:1][O:2][C:3]1[CH:8]=[CH:7][C:6]([CH:9]2[C:17]3[C:12](=[CH:13][CH:14]=[CH:15][CH:16]=3)[CH:11]([C:18]3[CH:23]=[CH:22][C:21]4[O:24][CH2:25][O:26][C:20]=4[CH:19]=3)[CH:10]2[C:27]([O:29]CC)=[O:28])=[CH:5][CH:4]=1.[OH-].[Na+]>CCO.O>[CH3:1][O:2][C:3]1[CH:8]=[CH:7][C:6]([CH:9]2[C:17]3[C:12](=[CH:13][CH:14]=[CH:15][CH:16]=3)[CH:11]([C:18]3[CH:23]=[CH:22][C:21]4[O:24][CH2:25][O:26][C:20]=4[CH:19]=3)[CH:10]2[C:27]([OH:29])=[O:28])=[CH:5][CH:4]=1 |f:1.2|. Procedure details: To a solution of ethyl(1RS,2RS,3SR)-1-(4-methoxyphenyl)-3-(3,4-methylenedioxyphenyl)indane-2-carboxylate (0.10 g, 0.2 mmol) in EtOH (5 ml) was added a solution of sodium hydroxide (0.10 g, 2.5 mmol) in H2O (2 ml). The resulting mixture was stirred at room temperature overnight. The mixture was acidified, and the solid which formed was collected by filtration and dried under reduced pressure to afford the title compound as a tan solid (0.04 g, 86%).